This data is from the Open Reaction Database (ORD), a public repository of structured organic reaction records. The task is: describe an organic reaction: reactants, conditions, products, and yield The reactants are FC(F)(F)c1ccc(Br)cn1, CC(C)(C)[O-], [K+], Nc1cc(O)ccc1F, O. Product: Nc1cc(Oc2ccc(C(F)(F)F)nc2)ccc1F. RXN SMILES: [Br:16][c:17]1[cH:18][cH:19][c:20]([C:23]([F:24])([F:25])[F:26])[n:21][cH:22]1.[CH3:10][C:11]([CH3:12])([O-:13])[CH3:14].[K+:15].[NH2:1][c:2]1[cH:3][c:4]([OH:9])[cH:5][cH:6][c:7]1[F:8].[OH2:27]>>[NH2:1][c:2]1[cH:3][c:4]([O:9][c:17]2[cH:18][cH:19][c:20]([C:23]([F:24])([F:25])[F:26])[n:21][cH:22]2)[cH:5][cH:6][c:7]1[F:8]. Starting materials: BrC=1C=C(C2=C(N1)N(N=C2)C(C)C)C(=O)NCC=2C(NC(=CC2C)C)=O (6-bromo-N-((4,6-dimethyl-2-oxo-1,2-dihydropyridin-3-yl)methyl)-1-isopropyl-1H-pyrazolo[3,4-b]pyridine-4-carboxamide), O1CCN(CC1)CCN1N=CC(=C1)B(O)O ((1-(2-morpholinoethyl)-1H-pyrazol-4-yl)boronic acid), C(=O)([O-])[O-].[Na+].[Na+] (Na2CO3), CCOC(=O)C (EtOAc). Reaction SMILES: Br[C:2]1[CH:3]=[C:4]([C:14]([NH:16][CH2:17][C:18]2[C:19](=[O:26])[NH:20][C:21]([CH3:25])=[CH:22][C:23]=2[CH3:24])=[O:15])[C:5]2[CH:10]=[N:9][N:8]([CH:11]([CH3:13])[CH3:12])[C:6]=2[N:7]=1.[O:27]1[CH2:32][CH2:31][N:30]([CH2:33][CH2:34][N:35]2[CH:39]=[C:38](B(O)O)[CH:37]=[N:36]2)[CH2:29][CH2:28]1.C([O-])([O-])=O.[Na+].[Na+].CCOC(C)=O>O1CCOCC1.O.C1C=CC([P]([Pd]([P](C2C=CC=CC=2)(C2C=CC=CC=2)C2C=CC=CC=2)([P](C2C=CC=CC=2)(C2C=CC=CC=2)C2C=CC=CC=2)[P](C2C=CC=CC=2)(C2C=CC=CC=2)C2C=CC=CC=2)(C2C=CC=CC=2)C2C=CC=CC=2)=CC=1>[CH3:24][C:23]1[CH:22]=[C:21]([CH3:25])[NH:20][C:19](=[O:26])[C:18]=1[CH2:17][NH:16][C:14]([C:4]1[C:5]2[CH:10]=[N:9][N:8]([CH:11]([CH3:13])[CH3:12])[C:6]=2[N:7]=[C:2]([C:38]2[CH:37]=[N:36][N:35]([CH2:34][CH2:33][N:30]3[CH2:31][CH2:32][O:27][CH2:28][CH2:29]3)[CH:39]=2)[CH:3]=1)=[O:15] |f:2.3.4,^1:65,67,86,105|. Conditions: temperature 100 celsius, time 1 hour. Yields the product CC1=C(C(NC(=C1)C)=O)CNC(=O)C=1C2=C(N=C(C1)C=1C=NN(C1)CCN1CCOCC1)N(N=C2)C(C)C (N-((4,6-dimethyl-2-oxo-1,2-dihydropyridin-3-yl)methyl)-1-isopropyl-6-(1-(2-morpholinoethyl)-1H-pyrazol-4-yl)-1H-pyrazolo[3,4-b]pyridine-4-carboxamide). Run in O1CCOCC1 (1,4-dioxane), O (water). Procedure: A solution of 6-bromo-N-((4,6-dimethyl-2-oxo-1,2-dihydropyridin-3-yl)methyl)-1-isopropyl-1H-pyrazolo[3,4-b]pyridine-4-carboxamide (1 equiv.), (1-(2-morpholinoethyl)-1H-pyrazol-4-yl)boronic acid (1.2 equiv.) and Pd(PPh3)4 (0.1 equiv.) in 1,4-dioxane was purged with argon for 10 min. Then, 2 M Na2CO3 (3.6 equiv.) in water was added to it and again argon was purged through it for 10 min. The reaction mixture was stirred at 100° C. for 1 h. After completion of the reaction, water was added to it and... Reagents/catalysts: C=1C=CC(=CC1)[P](C=2C=CC=CC2)(C=3C=CC=CC3)[Pd]([P](C=4C=CC=CC4)(C=5C=CC=CC5)C=6C=CC=CC6)([P](C=7C=CC=CC7)(C=8C=CC=CC8)C=9C=CC=CC9)[P](C=1C=CC=CC1)(C=1C=CC=CC1)C=1C=CC=CC1 (Pd(PPh3)4). The reactants are O (water), C([O-])([O-])=O.[K+].[K+] (potassium carbonate), C(C=C)Br (allylbromide), BrC=1C(=CC(=C(C1)O)Cl)F (5-bromo-2-chloro-4-fluorophenol). Run in CN(C=O)C (dimethylformamide). Conditions: time 1 hour. Product: C(C=C)OC1=C(C=C(C(=C1)Br)F)Cl (1-Allyloxy-5-bromo-2-chloro-4-fluorobenzene). RXN SMILES: C(=O)([O-])[O-].[K+].[K+].[CH2:7](Br)[CH:8]=[CH2:9].[Br:11][C:12]1[C:13]([F:20])=[CH:14][C:15]([Cl:19])=[C:16]([OH:18])[CH:17]=1.O>CN(C)C=O>[CH2:9]([O:18][C:16]1[CH:17]=[C:12]([Br:11])[C:13]([F:20])=[CH:14][C:15]=1[Cl:19])[CH:8]=[CH2:7] |f:0.1.2|. Procedure details: 96.5 g (0.7 mol) of potassium carbonate and 54.9 g (0.45 mol) of allylbromide were added to a solution of 78.7 g (0.35 mol) of 5-bromo-2-chloro-4-fluorophenol in 350 ml of dimethylformamide. The reaction mixture was subsequently stirred for 1 hour and stirred into 2.5 l of water. The mixture was then extracted with dichloromethane (three times). The combined organic phases were washed with water (three times) and saturated aqueous sodium chloride solution (once), dried over magnesium sulfate and... The reactants are BrCc1ccccc1Br, CN(C)C=O, N#C[K], O. Product: N#CCc1ccccc1Br. RXN SMILES: [Br:1][c:2]1[c:3]([CH2:4][Br:5])[cH:6][cH:7][cH:8][cH:9]1.[CH3:14][N:15]([CH3:16])[CH:17]=[O:18].[K:11][C:12]#[N:13].[OH2:10]>>[Br:1][c:2]1[c:3]([CH2:4][C:12]#[N:13])[cH:6][cH:7][cH:8][cH:9]1. The reactants are CC1CCCCC1, CO, COC(=O)C1CCc2onc(-c3ccc(C(C)C)cc3)c2CC1, [K+], [OH-], O. The product is CC(C)c1ccc(-c2noc3c2CCC(C(=O)O)CC3)cc1. RXN SMILES: [CH3:27][CH:28]1[CH2:29][CH2:30][CH2:31][CH2:32][CH2:33]1.[CH3:34][OH:35].[CH:1]([CH3:2])([CH3:3])[c:4]1[cH:5][cH:6][c:7](-[c:10]2[n:11][o:12][c:13]3[c:14]2[CH2:15][CH2:16][CH:17]([C:20](=[O:21])[O:22][CH3:23])[CH2:18][CH2:19]3)[cH:8][cH:9]1.[K+:25].[OH-:24].[OH2:26]>>[CH:1]([CH3:2])([CH3:3])[c:4]1[cH:5][cH:6][c:7](-[c:10]2[n:11][o:12][c:13]3[c:14]2[CH2:15][CH2:16][CH:17]([C:20](=[O:21])[OH:22])[CH2:18][CH2:19]3)[cH:8][cH:9]1. Starting materials: CC1=NC=C(C(=O)C2CCN(CC2)C(=O)OC(C)(C)C)C=C1 (tert-butyl 4-(6-methylnicotinoyl)piperidine-1-carboxylate). The solvent is C(Cl)Cl (CH2Cl2), C(=O)(C(F)(F)F)O (TFA). Reaction conditions: time 4 hour. Product: CC1=CC=C(C=N1)C(=O)C1CCNCC1 ((6-methylpyridin-3-yl)(piperidin-4-yl) methanone). Yield: 70.2%. Reaction SMILES: [CH3:1][C:2]1[CH:22]=[CH:21][C:5]([C:6]([CH:8]2[CH2:13][CH2:12][N:11](C(OC(C)(C)C)=O)[CH2:10][CH2:9]2)=[O:7])=[CH:4][N:3]=1>C(Cl)Cl.C(O)(C(F)(F)F)=O>[CH3:1][C:2]1[N:3]=[CH:4][C:5]([C:6]([CH:8]2[CH2:13][CH2:12][NH:11][CH2:10][CH2:9]2)=[O:7])=[CH:21][CH:22]=1. Procedure details: To a solution of 9a (0.7 g, 2.3 mmol) in CH2Cl2 (15 mL), TFA (2 mL) was added. The reaction mixture was stirred at room temperature for 4 h. The solvent was removed under reduced pressure and the residue was neutralized with aqueous NaOH solution and extracted with CH2Cl2 (2×15 mL). The organic layer was washed with brine, dried and concentrated to give the crude product. The crude product was purified with column chromatography to afforded 10a (0.33 g, 70%). 1H NMR (CDCl3): δ 1.62-1.87 (m, 6H),... Reactants: CC(=O)O, Cl, Cl, [H][H], CCOCC, O=[Pt], CCOC(=O)C=C1CCN(Cc2ccccc2)CC1. Yields the product Cl, CCOC(=O)CC1CCN(Cc2ccccc2)CC1. RXN SMILES: [CH3:21][C:22](=[O:23])[OH:24].[ClH:1].[ClH:27].[H:25][H:26].[O:28]([CH2:29][CH3:30])[CH2:31][CH3:32].[Pt:33]=[O:34].[c:2]1([CH2:8][N:9]2[CH2:10][CH2:11][C:12](=[CH:15][C:16](=[O:17])[O:18][CH2:19][CH3:20])[CH2:13][CH2:14]2)[cH:3][cH:4][cH:5][cH:6][cH:7]1>>[ClH:1].[c:2]1([CH2:8][N:9]2[CH2:10][CH2:11][CH:12]([CH2:15][C:16](=[O:17])[O:18][CH2:19][CH3:20])[CH2:13][CH2:14]2)[cH:3][cH:4][cH:5][cH:6][cH:7]1.